Task: describe an organic reaction: reactants, conditions, products, and yield. Dataset: the Open Reaction Database (ORD), a public repository of structured organic reaction records Run in C(C)(=O)O (acetic acid). Isolated yield 93.0%. Product: C(=O)(OC)C1C(CCC(C1)(C1=CC=C(C=C1)F)C#N)=O (2-carbomethoxy-4-cyano-4-(p-fluorophenyl)cyclohexanone). RXN SMILES: [F:1][C:2]1[CH:7]=[CH:6][C:5]([C:8]([C:19]#[N:20])([CH2:14][CH2:15][C:16]([OH:18])=O)[CH2:9][CH2:10][C:11]([OH:13])=[O:12])=[CH:4][CH:3]=1.O1CCC[CH2:22]1.CC(C)([O-])C.[K+]>C(O)(=O)C>[C:11]([CH:10]1[CH2:9][C:8]([C:19]#[N:20])([C:5]2[CH:4]=[CH:3][C:2]([F:1])=[CH:7][CH:6]=2)[CH2:14][CH2:15][C:16]1=[O:18])([O:13][CH3:22])=[O:12] |f:2.3|. Procedure: To a solution consisting of 42.71 gm. (0.139 mole) of the dimethyl ester of 4-(p-fluorophenyl)-4-cyanopimelic acid (prepared in Part A, above) and 900 ml. tetrahydrofuran is added 31.3 gm. (0.28 mole) potassium tert-butoxide. This reaction mixture is heated at the reflux temperature for 4 1/2 hours. It is allowed to cool. It is then chilled in ice and 225 ml. of 2.5 N aqueous acetic acid is added. The organic layer that forms is recovered and diluted with 750 ml. benzene. The benzene:tetrahydrof... Starting materials: dimethyl ester, CC(C)([O-])C.[K+] (potassium tert-butoxide), FC1=CC=C(C=C1)C(CCC(=O)O)(CCC(=O)O)C#N (4-(p-fluorophenyl)-4-cyanopimelic acid), O1CCCC1 (tetrahydrofuran).